Dataset: the Open Reaction Database (ORD), a public repository of structured organic reaction records. Task: describe an organic reaction: reactants, conditions, products, and yield Starting materials: CCCCCCCCCCCC(=O)N(C)CCC(=O)O, CC(C)O, O=S(=O)(O)O. Yields the product CCCCCCCCCCCC(=O)N(C)CCC(=O)OC(C)C. RXN SMILES: [C:1]([CH2:2][CH2:3][CH2:4][CH2:5][CH2:6][CH2:7][CH2:8][CH2:9][CH2:10][CH2:11][CH3:12])(=[O:13])[N:14]([CH2:15][CH2:16][C:17](=[O:18])[OH:19])[CH3:20].[CH:26]([CH3:27])([CH3:28])[OH:29].[S:21](=[O:22])(=[O:23])([OH:24])[OH:25]>>[C:1]([CH2:2][CH2:3][CH2:4][CH2:5][CH2:6][CH2:7][CH2:8][CH2:9][CH2:10][CH2:11][CH3:12])(=[O:13])[N:14]([CH2:15][CH2:16][C:17]([O:18][CH:26]([CH3:27])[CH3:28])=[O:19])[CH3:20]. The reactants are CC(C)Br, CN(C)C=O, CO, ClCCl, Cc1cccc(CNc2nc(F)nc3[nH]cnc23)n1, [K+], [K+], O=C([O-])[O-]. Product: Cc1cccc(CNc2nc(F)nc3c2ncn3C(C)C)n1. As a reaction SMILES: [Br:26][CH:27]([CH3:28])[CH3:29].[CH3:33][N:34]([CH3:35])[CH:36]=[O:37].[CH3:38][OH:39].[Cl:30][CH2:31][Cl:32].[F:1][c:2]1[n:3][c:4]([NH:11][CH2:12][c:13]2[n:14][c:15]([CH3:19])[cH:16][cH:17][cH:18]2)[c:5]2[n:6][cH:7][nH:8][c:9]2[n:10]1.[K+:20].[K+:21].[O-:22][C:23]([O-:24])=[O:25]>>[F:1][c:2]1[n:3][c:4]([NH:11][CH2:12][c:13]2[n:14][c:15]([CH3:19])[cH:16][cH:17][cH:18]2)[c:5]2[n:6][cH:7][n:8]([CH:27]([CH3:28])[CH3:29])[c:9]2[n:10]1. Reactants: C(C)OC=1C(=C(OC=2C=NN(C(C2)=O)C(C(=O)O)CC2CCOCC2)C(=CC1)F)F (2-[4-(3-ethoxy-2,6-difluoro-phenoxy)-6-oxo-6H-pyridazin-1-yl]-3-(tetrahydro-pyran-4-yl)-propionic acid), CC1(OC[C@H](O1)CN1N=C(C=C1)N)C (1-((R)-2,2-dimethyl-[1,3]dioxolan-4-ylmethyl)-1H-pyrazol-3-ylamine), C(C)OC=1C(=C(OC=2C=NN(C(C2)=O)C(C(=O)O)CC2CCOCC2)C(=CC1)F)F (2-[4-(3-ethoxy-2,6-difluoro-phenoxy)-6-oxo-6H-pyridazin-1-yl]-3-(tetrahydro-pyran-4-yl)-propionic acid), CC1(OC[C@H](O1)CN1N=C(C=C1)N)C (1-((R)-2,2-dimethyl-[1,3]dioxolan-4-ylmethyl)-1H-pyrazol-3-ylamine). As a reaction SMILES: [CH2:1]([O:3][C:4]1[C:5]([F:30])=[C:6]([C:26]([F:29])=[CH:27][CH:28]=1)[O:7][C:8]1[CH:9]=[N:10][N:11]([CH:15]([CH2:19][CH:20]2[CH2:25][CH2:24][O:23][CH2:22][CH2:21]2)[C:16](O)=[O:17])[C:12](=[O:14])[CH:13]=1)[CH3:2].[CH3:31][C:32]1([CH3:44])[O:36][C@H:35]([CH2:37][N:38]2[CH:42]=[CH:41][C:40]([NH2:43])=[N:39]2)[CH2:34][O:33]1>>[CH3:31][C:32]1([CH3:44])[O:36][C@H:35]([CH2:37][N:38]2[CH:42]=[CH:41][C:40]([NH:43][C:16](=[O:17])[CH:15]([N:11]3[C:12](=[O:14])[CH:13]=[C:8]([O:7][C:6]4[C:26]([F:29])=[CH:27][CH:28]=[C:4]([O:3][CH2:1][CH3:2])[C:5]=4[F:30])[CH:9]=[N:10]3)[CH2:19][CH:20]3[CH2:21][CH2:22][O:23][CH2:24][CH2:25]3)=[N:39]2)[CH2:34][O:33]1. Yields the product CC1(OC[C@H](O1)CN1N=C(C=C1)NC(C(CC1CCOCC1)N1N=CC(=CC1=O)OC1=C(C(=CC=C1F)OCC)F)=O)C (N-[1-((R)-2,2-dimethyl-[1,3]dioxolan-4-ylmethyl)-1H-pyrazol-3-yl]-2-[4-(3-ethoxy-2,6-difluoro-phenoxy)-6-oxo-6H-pyridazin-1-yl]-3-(tetrahydro-pyran-4-yl)-propionamide). Procedure details: Using the method described in Example 49, 2-[4-(3-ethoxy-2,6-difluoro-phenoxy)-6-oxo-6H-pyridazin-1-yl]-3-(tetrahydro-pyran-4-yl)-propionic acid (Intermediate 93) and 1-((R)-2,2-dimethyl-[1,3]dioxolan-4-ylmethyl)-1H-pyrazol-3-ylamine (Intermediate 4) afforded N-[1-((R)-2,2-dimethyl-[1,3]dioxolan-4-ylmethyl)-1H-pyrazol-3-yl]-2-[4-(3-ethoxy-2,6-difluoro-phenoxy)-6-oxo-6H-pyridazin-1-yl]-3-(tetrahydro-pyran-4-yl)-propionamide as an off-white solid as a mixture of diastereoisomers (138 mg, 55%). Reactants: CNC(=O)C(Cc1ccc2ccccc2c1)N1CCN(C(=O)C(Cc2ccc(F)cc2)NC(=O)C2(NC(=O)OC(C)(C)C)CC2)C(CC2CC2)C1, COc1ccccc1, ClCCl, O=C(O)C(F)(F)F. The product is O=C(O)C(F)(F)F, CNC(=O)C(Cc1ccc2ccccc2c1)N1CCN(C(=O)C(Cc2ccc(F)cc2)NC(=O)C2(N)CC2)C(CC2CC2)C1. As a reaction SMILES: [C:1]([O:2][C:3](=[O:4])[NH:7][C:8]1([C:11]([NH:12][CH:13]([C:14](=[O:15])[N:16]2[CH:17]([CH2:38][CH:39]3[CH2:40][CH2:41]3)[CH2:18][N:19]([CH:22]([CH2:23][c:24]3[cH:25][c:26]4[cH:27][cH:28][cH:29][cH:30][c:31]4[cH:32][cH:33]3)[C:34]([NH:35][CH3:36])=[O:37])[CH2:20][CH2:21]2)[CH2:42][c:43]2[cH:44][cH:45][c:46]([F:49])[cH:47][cH:48]2)=[O:50])[CH2:9][CH2:10]1)([CH3:5])([CH3:6])[CH3:51].[CH3:59][O:60][c:61]1[cH:62][cH:63][cH:64][cH:65][cH:66]1.[Cl:67][CH2:68][Cl:69].[F:52][C:53]([C:54](=[O:55])[OH:56])([F:57])[F:58]>>[F:52][C:53]([C:54](=[O:55])[OH:56])([F:57])[F:58].[NH2:7][C:8]1([C:11]([NH:12][CH:13]([C:14](=[O:15])[N:16]2[CH:17]([CH2:38][CH:39]3[CH2:40][CH2:41]3)[CH2:18][N:19]([CH:22]([CH2:23][c:24]3[cH:25][c:26]4[cH:27][cH:28][cH:29][cH:30][c:31]4[cH:32][cH:33]3)[C:34]([NH:35][CH3:36])=[O:37])[CH2:20][CH2:21]2)[CH2:42][c:43]2[cH:44][cH:45][c:46]([F:49])[cH:47][cH:48]2)=[O:50])[CH2:9][CH2:10]1. Starting materials: CS(=O)(=O)c1ccc(Cl)c(C(=O)O)c1, OC1CCCCC1. Yields the product CS(=O)(=O)c1ccc(OC2CCCCC2)c(C(=O)O)c1. Reaction SMILES: [Cl:1][c:2]1[c:3]([C:4](=[O:5])[OH:6])[cH:7][c:8]([S:11](=[O:12])(=[O:13])[CH3:14])[cH:9][cH:10]1.[OH:15][CH:16]1[CH2:17][CH2:18][CH2:19][CH2:20][CH2:21]1>>[c:2]1([O:15][CH:16]2[CH2:17][CH2:18][CH2:19][CH2:20][CH2:21]2)[c:3]([C:4](=[O:5])[OH:6])[cH:7][c:8]([S:11](=[O:12])(=[O:13])[CH3:14])[cH:9][cH:10]1.